Task: describe an organic reaction: reactants, conditions, products, and yield. Dataset: the Open Reaction Database (ORD), a public repository of structured organic reaction records Starting materials: CC1=C(NC2=C1C(N(CC2)CCN2CCOCC2)=O)C=O (3-methyl-5-(2-morpholin-4-yl-ethyl)-4-oxo-4,5,6,7-tetrahydro-1H-pyrrolo[3,2-c]pyridine-2-carbaldehyde), OCCC1=C2CC(NC2=CC=C1)=O (4-(2-hydroxy-ethyl)-1,3-dihydro-indol-2-one). Product: OCCC1=C2C(C(NC2=CC=C1)=O)=CC1=C(C=2C(N(CCC2N1)CCN1CCOCC1)=O)C (2-[4-(2-hydroxy-ethyl)-2-oxo-1,2-dihydro-indol-3-ylidenemethyl]-3-methyl-5-(2-morpholin-4-yl-ethyl)-1,5,6,7-tetrahydro-pyrrolo[3,2-c]pyridin-4-one). Yield: 33.3%. Reaction SMILES: [CH3:1][C:2]1[C:6]2[C:7](=[O:19])[N:8]([CH2:11][CH2:12][N:13]3[CH2:18][CH2:17][O:16][CH2:15][CH2:14]3)[CH2:9][CH2:10][C:5]=2[NH:4][C:3]=1[CH:20]=O.[OH:22][CH2:23][CH2:24][C:25]1[CH:33]=[CH:32][CH:31]=[C:30]2[C:26]=1[CH2:27][C:28](=[O:34])[NH:29]2>>[OH:22][CH2:23][CH2:24][C:25]1[CH:33]=[CH:32][CH:31]=[C:30]2[C:26]=1[C:27](=[CH:20][C:3]1[NH:4][C:5]3[CH2:10][CH2:9][N:8]([CH2:11][CH2:12][N:13]4[CH2:14][CH2:15][O:16][CH2:17][CH2:18]4)[C:7](=[O:19])[C:6]=3[C:2]=1[CH3:1])[C:28](=[O:34])[NH:29]2. Reported procedure: The title compound was prepared under the same conditions as described in Example 13 with 3-methyl-5-(2-morpholin-4-yl-ethyl)-4-oxo-4,5,6,7-tetrahydro-1H-pyrrolo[3,2-c]pyridine-2-carbaldehyde and 4-(2-hydroxy-ethyl)-1,3-dihydro-indol-2-one (prepared according to US2004186160) as starting materials to give 2-[4-(2-hydroxy-ethyl)-2-oxo-1,2-dihydro-indol-3-ylidenemethyl]-3-methyl-5-(2-morpholin-4-yl-ethyl)-1,5,6,7-tetrahydro-pyrrolo[3,2-c]pyridin-4-one (30 mg, 33.3%) as a yellow solid. Reactants: BrC=1C=CC=2C3=C(C(=NC2C1)N)N=C(N3CC(C)C)CCCC (7-Bromo-2-butyl-1-isobutyl-1 H-imidazo[4,5-c]quinolin-4-amine), C(CC)OC1=C(C=CC=C1)B(O)O (2-propoxybenzeneboronic acid). The product is C(CCC)C=1N(C2=C(C(=NC=3C=C(C=CC23)C2=C(C=CC=C2)OCCC)N)N1)CC(C)C (2-butyl-1-isobutyl-7-(2-propoxyphenyl)-1H-imidazo[4,5-c]quinolin-4-amine). Reaction SMILES: Br[C:2]1[CH:3]=[CH:4][C:5]2[C:6]3[N:15]([CH2:16][CH:17]([CH3:19])[CH3:18])[C:14]([CH2:20][CH2:21][CH2:22][CH3:23])=[N:13][C:7]=3[C:8]([NH2:12])=[N:9][C:10]=2[CH:11]=1.[CH2:24]([O:27][C:28]1[CH:33]=[CH:32][CH:31]=[CH:30][C:29]=1B(O)O)[CH2:25][CH3:26]>>[CH2:20]([C:14]1[N:15]([CH2:16][CH:17]([CH3:19])[CH3:18])[C:6]2[C:5]3[CH:4]=[CH:3][C:2]([C:29]4[CH:30]=[CH:31][CH:32]=[CH:33][C:28]=4[O:27][CH2:24][CH2:25][CH3:26])=[CH:11][C:10]=3[N:9]=[C:8]([NH2:12])[C:7]=2[N:13]=1)[CH2:21][CH2:22][CH3:23]. Procedure details: 7-Bromo-2-butyl-1-isobutyl-1 H-imidazo[4,5-c]quinolin-4-amine and 2-propoxybenzeneboronic acid were coupled according to the general procedure described in Part J of Example 1. The product was recrystallized from isopropanol, collected by filtration, dissolved in CH2Cl2, and then precipitated with hexanes to afford 2-butyl-1-isobutyl-7-(2-propoxyphenyl)-1H-imidazo[4,5-c]quinolin-4-amine as a white powder, m.p. 174.5–176.0° C. Starting materials: C(=O)(OC(C)(C)C)N[C@@H](CCCCNC(=O)OCC1=CC=CC=C1)C(=O)O (Nα -Boc-Nε -Cbz-L-lysine), C(C(=O)C)(=O)OC (methyl pyruvate). Reagents/catalysts: [Pd] (palladium on charcoal). The solvent is CO (methanol). Yields the product C(=O)(OC(C)(C)C)N[C@@H](CCCCNC(C)C(=O)OC)C(=O)O (Nα -Boc-Nε -(1-methoxycarbonylethyl)-L-lysine). Reaction SMILES: [C:1]([NH:8][C@H:9]([C:25]([OH:27])=[O:26])[CH2:10][CH2:11][CH2:12][CH2:13][NH:14]C(OCC1C=CC=CC=1)=O)([O:3][C:4]([CH3:7])([CH3:6])[CH3:5])=[O:2].[C:28]([O:33][CH3:34])(=[O:32])[C:29]([CH3:31])=O>CO.[Pd]>[C:1]([NH:8][C@H:9]([C:25]([OH:27])=[O:26])[CH2:10][CH2:11][CH2:12][CH2:13][NH:14][CH:29]([C:28]([O:33][CH3:34])=[O:32])[CH3:31])([O:3][C:4]([CH3:7])([CH3:6])[CH3:5])=[O:2]. Procedure: Dissolve 7.6 g Nα -Boc-Nε -Cbz-L-lysine and 2.04 g methyl pyruvate in 75 ml methanol. Add 2 g 10% palladium on charcoal and hydrogenate at an initial pressure of 40 psig for 3 hours at room temperature. Filter the solution and concentrate the filtrate at aspirator pressure to obtain Nα -Boc-Nε -(1-methoxycarbonylethyl)-L-lysine. Starting materials: C1CCOC1, CS(=O)(=O)N1CCC(N)CC1, O=S(=O)(Nc1cccc(-c2nc(C3CCC3)sc2-c2ccnc(Cl)n2)c1F)c1cc(F)ccc1F. Product: CS(=O)(=O)N1CCC(Nc2nccc(-c3sc(C4CCC4)nc3-c3cccc(NS(=O)(=O)c4cc(F)ccc4F)c3F)n2)CC1. Reaction SMILES: [CH2:47]1[O:48][CH2:49][CH2:50][CH2:51]1.[CH3:36][S:37](=[O:38])(=[O:39])[N:40]1[CH2:41][CH2:42][CH:43]([NH2:46])[CH2:44][CH2:45]1.[Cl:1][c:2]1[n:3][cH:4][cH:5][c:6](-[c:8]2[c:9](-[c:17]3[c:18]([F:35])[c:19]([NH:23][S:24](=[O:25])(=[O:26])[c:27]4[c:28]([F:34])[cH:29][cH:30][c:31]([F:33])[cH:32]4)[cH:20][cH:21][cH:22]3)[n:10][c:11]([CH:13]3[CH2:14][CH2:15][CH2:16]3)[s:12]2)[n:7]1>>[c:2]1([NH:46][CH:43]2[CH2:42][CH2:41][N:40]([S:37]([CH3:36])(=[O:38])=[O:39])[CH2:45][CH2:44]2)[n:3][cH:4][cH:5][c:6](-[c:8]2[c:9](-[c:17]3[c:18]([F:35])[c:19]([NH:23][S:24](=[O:25])(=[O:26])[c:27]4[c:28]([F:34])[cH:29][cH:30][c:31]([F:33])[cH:32]4)[cH:20][cH:21][cH:22]3)[n:10][c:11]([CH:13]3[CH2:14][CH2:15][CH2:16]3)[s:12]2)[n:7]1. Reactants: C(C1=CC=CC=C1)OC1=CC(=C(C=C1F)C=1OC2=C(C=NC(=C2)OC[C@H](C)NC(C)=O)N1)F (N-((2S)-1-((2-(4-(benzyloxy)-2,5-difluorophenyl)[1,3]oxazolo[4,5-c]pyridin-6-yl)oxy)propan-2-yl)acetamide), FC1(C(C1)CO)F ((2,2-difluorocyclopropyl)methanol). The product is FC1(C(C1)COC1=CC(=C(C=C1F)C=1OC2=C(C=NC(=C2)OC[C@H](C)NC(C)=O)N1)F)F (N-((2S)-1-((2-(4-((2,2-difluorocyclopropyl)methoxy)-2,5-difluorophenyl)[1,3]oxazolo[4,5-c]pyridin-6-yl)oxy)propan-2-yl)acetamide). Reaction SMILES: C(O[C:9]1[C:14]([F:15])=[CH:13][C:12]([C:16]2[O:17][C:18]3[CH:23]=[C:22]([O:24][CH2:25][C@@H:26]([NH:28][C:29](=[O:31])[CH3:30])[CH3:27])[N:21]=[CH:20][C:19]=3[N:32]=2)=[C:11]([F:33])[CH:10]=1)C1C=CC=CC=1.[F:34][C:35]1([F:40])[CH2:37][CH:36]1[CH2:38][OH:39]>>[F:34][C:35]1([F:40])[CH2:37][CH:36]1[CH2:38][O:39][C:9]1[C:14]([F:15])=[CH:13][C:12]([C:16]2[O:17][C:18]3[CH:23]=[C:22]([O:24][CH2:25][C@@H:26]([NH:28][C:29](=[O:31])[CH3:30])[CH3:27])[N:21]=[CH:20][C:19]=3[N:32]=2)=[C:11]([F:33])[CH:10]=1. Reported procedure: Using N-((2S)-1-((2-(4-(benzyloxy)-2,5-difluorophenyl)[1,3]oxazolo[4,5-c]pyridin-6-yl)oxy)propan-2-yl)acetamide and (2,2-difluorocyclopropyl)methanol, and in the same manner as in Step A and Step B of Example 4, the title compound was obtained.